This data is from the Open Reaction Database (ORD), a public repository of structured organic reaction records. The task is: describe an organic reaction: reactants, conditions, products, and yield Starting materials: N(=[N+]=[N-])C(C(=O)NC1=CC(=NC2=CC=C(C=C12)C)N1CCS(C2=C(C1)C=CC=C2)(=O)=O)(C)C (2-azido-N-[2-(1,1-dioxido-2,3-dihydro-1,4-benzothiazepin-4(5H)-yl)-6-methylquinolin-4-yl]-2-methylpropanamide). Reagents/catalysts: [Pd] (palladium on carbon). Run in C(C)(=O)OCC (ethyl acetate). Conditions: time 8 hour. The product is O=S1(CCN(CC2=C1C=CC=C2)C2=NC1=CC=C(C=C1C(=C2)NC(C(N)(C)C)=O)C)=O (N-[2-(1,1-Dioxido-2,3-dihydro-1,4-benzothiazepin-4(5H)-yl)-6-methylquinolin-4-yl]-2-methylalaninamide). The yield is 72.7%. Reaction SMILES: [N:1]([C:4]([CH3:33])([CH3:32])[C:5]([NH:7][C:8]1[C:17]2[C:12](=[CH:13][CH:14]=[C:15]([CH3:18])[CH:16]=2)[N:11]=[C:10]([N:19]2[CH2:25][C:24]3[CH:26]=[CH:27][CH:28]=[CH:29][C:23]=3[S:22](=[O:31])(=[O:30])[CH2:21][CH2:20]2)[CH:9]=1)=[O:6])=[N+]=[N-]>C(OCC)(=O)C.[Pd]>[O:31]=[S:22]1(=[O:30])[C:23]2[CH:29]=[CH:28][CH:27]=[CH:26][C:24]=2[CH2:25][N:19]([C:10]2[CH:9]=[C:8]([NH:7][C:5](=[O:6])[C:4]([CH3:33])([CH3:32])[NH2:1])[C:17]3[C:12](=[CH:13][CH:14]=[C:15]([CH3:18])[CH:16]=3)[N:11]=2)[CH2:20][CH2:21]1. Procedure details: To a solution 2-azido-N-[2-(1,1-dioxido-2,3-dihydro-1,4-benzothiazepin-4(5H)-yl)-6-methylquinolin-4-yl]-2-methylpropanamide (160 mg, 0.345 mmol) in ethyl acetate (25 mL) was added 10% palladium on carbon (100 mg), the flask was degassed and refilled with hydrogen (repeated for three times). After being stirred at room temperature overnight under a hydrogen atmosphere, the resulting mixture was filtered. The filtrate was concentrated in vacuo. The residue was purified by flash chromatography to a... The reactants are C1(CCCCC1)CCC[C@H](CC(=O)OC(C)(C)C)C1=NC(=NO1)COS(=O)(=O)C1=CC=C(C=C1)C (tert-butyl(3R)-6-cyclohexyl-3-[3-({[(4-methylphenyl)sulfonyl]oxy}methyl)-1,2,4-oxadiazol-5-yl]hexanoate), C(C)(C)N (isopropylamine). Product: C1(CCCCC1)CCC[C@H](CC(=O)OC(C)(C)C)C1=NC(=NO1)CNC(C)C (tert-butyl(3R)-6-cyclohexyl-3-{3-[(isopropylamino)methyl]-1,2,4-oxadiazol-5-yl}hexanoate). As a reaction SMILES: [CH:1]1([CH2:7][CH2:8][CH2:9][C@@H:10]([C:19]2[O:23][N:22]=[C:21]([CH2:24]OS(C3C=CC(C)=CC=3)(=O)=O)[N:20]=2)[CH2:11][C:12]([O:14][C:15]([CH3:18])([CH3:17])[CH3:16])=[O:13])[CH2:6][CH2:5][CH2:4][CH2:3][CH2:2]1.[CH:36]([NH2:39])([CH3:38])[CH3:37]>>[CH:1]1([CH2:7][CH2:8][CH2:9][C@@H:10]([C:19]2[O:23][N:22]=[C:21]([CH2:24][NH:39][CH:36]([CH3:38])[CH3:37])[N:20]=2)[CH2:11][C:12]([O:14][C:15]([CH3:18])([CH3:16])[CH3:17])=[O:13])[CH2:2][CH2:3][CH2:4][CH2:5][CH2:6]1. Reported procedure: Method as for preparation 5 using tert-butyl(3R)-6-cyclohexyl-3-[3-({[(4-methylphenyl)sulfonyl]oxy}methyl)-1,2,4-oxadiazol-5-yl]hexanoate (preparation 177) (490 mg, 0.97 mmol) and isopropylamine (175 mg, 3.00 mmol) as starting materials. The reactants are COC(=O)C(Cc1ccc(NC(=O)OC(C)(C)C)c(C)c1COC(C)=O)OC(=O)c1ccccc1, ClCCl, O=C(O)C(F)(F)F. The product is COC(=O)C(Cc1ccc(N)c(C)c1COC(C)=O)OC(=O)c1ccccc1. As a reaction SMILES: [C:1]([c:2]1[cH:3][cH:4][cH:5][cH:6][cH:7]1)(=[O:8])[O:9][CH:10]([C:11](=[O:12])[O:13][CH3:14])[CH2:15][c:16]1[c:17]([CH2:31][O:32][C:33]([CH3:34])=[O:35])[c:18]([CH3:30])[c:19]([NH:22][C:23]([O:24][C:25]([CH3:26])([CH3:27])[CH3:28])=[O:29])[cH:20][cH:21]1.[Cl:36][CH2:37][Cl:38].[OH:39][C:40]([C:41]([F:42])([F:43])[F:44])=[O:45]>>[C:1]([c:2]1[cH:3][cH:4][cH:5][cH:6][cH:7]1)(=[O:8])[O:9][CH:10]([C:11](=[O:12])[O:13][CH3:14])[CH2:15][c:16]1[c:17]([CH2:31][O:32][C:33]([CH3:34])=[O:35])[c:18]([CH3:30])[c:19]([NH2:22])[cH:20][cH:21]1. Starting materials: OCCN1C(C=2C(C1=O)=CC=CC2)=O (N-(2-hydroxyethyl)phthalimide), C=O (paraformaldehyde), Cl (hydrochloric acid). Solvent: ClCCCl (1,2-dichloroethane). Product: ClCOCCN1C(C=2C(C1=O)=CC=CC2)=O (N-(2-chloromethoxyethyl)phthalimide). RXN SMILES: O[CH2:2][CH2:3][N:4]1[C:8](=[O:9])[C:7]2=[CH:10][CH:11]=[CH:12][CH:13]=[C:6]2[C:5]1=[O:14].[CH2:15]=[O:16].[ClH:17]>ClCCCl>[Cl:17][CH2:15][O:16][CH2:2][CH2:3][N:4]1[C:8](=[O:9])[C:7]2=[CH:10][CH:11]=[CH:12][CH:13]=[C:6]2[C:5]1=[O:14]. Procedure details: A dispersion of N-(2-hydroxyethyl)phthalimide (19.1 g) and paraformaldehyde (3.0 g) in 1,2-dichloroethane (250 ml) was cooled in an ice-salt-acetone bath and saturated with dry hydrochloric acid with stirring. After 4 hours the mixture was dried over calcium chloride, filtered and evaporated under reduced pressure to give N-(2-chloromethoxyethyl)phthalimide (21.9 g), m.p. 69°-72° C. The reactants are CC(=O)Oc1ccc(C(=O)O)cc1OC(C)=O, O=S(Cl)Cl. Yields the product CC(=O)Oc1ccc(C(=O)O)cc1OC(C)=O, [Cl-]. RXN SMILES: [C:5]([CH3:6])(=[O:7])[O:8][c:9]1[cH:10][c:11]([C:12](=[O:13])[OH:14])[cH:15][cH:16][c:17]1[O:18][C:19]([CH3:20])=[O:21].[S:1]([Cl:2])([Cl:3])=[O:4]>>[C:5]([CH3:6])(=[O:7])[O:8][c:9]1[cH:10][c:11]([C:12](=[O:13])[OH:14])[cH:15][cH:16][c:17]1[O:18][C:19]([CH3:20])=[O:21].[Cl-:3]. Reactants: CCOC(C)=O, O=C(O)c1ncn2c1C1CCN1C(=O)c1ccccc1-2. Product: O=C1c2ccccc2-n2cncc2C2CCN12. Reaction SMILES: [CH3:21][CH2:22][O:23][C:24](=[O:25])[CH3:26].[O:1]=[C:2]1[N:3]2[CH:4]([c:5]3[n:6]([cH:13][n:14][c:15]3[C:16]([OH:17])=[O:18])-[c:7]3[c:8]1[cH:9][cH:10][cH:11][cH:12]3)[CH2:19][CH2:20]2>>[O:1]=[C:2]1[N:3]2[CH:4]([c:5]3[n:6]([cH:13][n:14][cH:15]3)-[c:7]3[c:8]1[cH:9][cH:10][cH:11][cH:12]3)[CH2:19][CH2:20]2. Starting materials: C1(CCCC1)C(C(=O)OCC1=CC=CC=C1)CCCCCCCCI (benzyl 2-cyclopentyl-10-iododecanoate), [C-]#N.[Na+] (sodium cyanide), ice. Run in CS(=O)C (DMSO). Yields the product C(#N)CCCCCCCCC(C(=O)OCC1=CC=CC=C1)C1CCCC1 (benzyl 10-cyano-2-cyclopentyldecanoate). The yield is 93.4%. Reaction SMILES: [CH:1]1([CH:6]([CH2:17][CH2:18][CH2:19][CH2:20][CH2:21][CH2:22][CH2:23][CH2:24]I)[C:7]([O:9][CH2:10][C:11]2[CH:16]=[CH:15][CH:14]=[CH:13][CH:12]=2)=[O:8])[CH2:5][CH2:4][CH2:3][CH2:2]1.[C-:26]#[N:27].[Na+]>CS(C)=O>[C:26]([CH2:24][CH2:23][CH2:22][CH2:21][CH2:20][CH2:19][CH2:18][CH2:17][CH:6]([CH:1]1[CH2:5][CH2:4][CH2:3][CH2:2]1)[C:7]([O:9][CH2:10][C:11]1[CH:16]=[CH:15][CH:14]=[CH:13][CH:12]=1)=[O:8])#[N:27] |f:1.2|. Procedure details: A mixture of the iodoester from step 2, (3.99 g, 8.7 mmol) and sodium cyanide (0.47 g, 9.6 mmol) in 15 mL of anhyd. DMSO was heated at 70°-75° C. for 30 min. After cooling, the reaction mixture was poured over ice (~ 40 g), extracted into ether and washed successively with water and saturated brine. The organic layer was concentrated to yield an oil (2.89 g). 1H NMR (300 MHz, CDCl3). δ: 7.35 (m, 5H), 5.15 (s, 2H), 2.30(t, 8 Hz, 2H), 2.20(m, 1H), 2.00(m, 1H), 1.3-1.8 (m, 22H).